describe an organic reaction: reactants, conditions, products, and yield From a dataset of the Open Reaction Database (ORD), a public repository of structured organic reaction records. The reactants are CCO, [H][H], CC(C(=O)OC(C)(C)C)c1ccc([N+](=O)[O-])cc1. Yields the product CC(C(=O)OC(C)(C)C)c1ccc(N)cc1. RXN SMILES: [CH3:21][CH2:22][OH:23].[H:19][H:20].[N+:1]([O-:2])(=[O:3])[c:4]1[cH:5][cH:6][c:7]([CH:10]([C:11](=[O:12])[O:13][C:14]([CH3:15])([CH3:16])[CH3:17])[CH3:18])[cH:8][cH:9]1>>[NH2:1][c:4]1[cH:5][cH:6][c:7]([CH:10]([C:11](=[O:12])[O:13][C:14]([CH3:15])([CH3:16])[CH3:17])[CH3:18])[cH:8][cH:9]1. The reactants are BrCCNC(=O)N1C=2C(C(NC3=C1C=CC=C3)=O)=CSC2C (4-[[[2-bromo-ethyl]amino]carbonyl]-4,9-dihydro-3-methyl-10H-thieno[3,4-b][1,5]benzodiazepin-10-one), CN1C(CCC1)CCCC1CCNCC1 (4-[3-(1-methyl-pyrrolidin-2-yl)propyl]piperidine). The solvent is C(C)(=O)OCC.C(C)O (ethyl acetate ethanol). Product: CC=1SC=C2C1N(C1=C(NC2=O)C=CC=C1)C(=O)NCCN1CCC(CC1)CCCC1N(CCC1)C (4,9-Dihydro-3-methyl-4-[[[2-[4-[3-(1-methyl-pyrrolidin-2-yl)propyl]-piperidin-l-yl]ethyl]amino]carbonyl]-10H-thieno[3,4-b][1,5]benzodiazepin-10-one). The yield is 18.0%. Reaction SMILES: Br[CH2:2][CH2:3][NH:4][C:5]([N:7]1[C:13]2[CH:14]=[CH:15][CH:16]=[CH:17][C:12]=2[NH:11][C:10](=[O:18])[C:9]2=[CH:19][S:20][C:21]([CH3:22])=[C:8]12)=[O:6].[CH3:23][N:24]1[CH2:28][CH2:27][CH2:26][CH:25]1[CH2:29][CH2:30][CH2:31][CH:32]1[CH2:37][CH2:36][NH:35][CH2:34][CH2:33]1>C(OCC)(=O)C.C(O)C>[CH3:22][C:21]1[S:20][CH:19]=[C:9]2[C:10](=[O:18])[NH:11][C:12]3[CH:17]=[CH:16][CH:15]=[CH:14][C:13]=3[N:7]([C:5]([NH:4][CH2:3][CH2:2][N:35]3[CH2:36][CH2:37][CH:32]([CH2:31][CH2:30][CH2:29][CH:25]4[CH2:26][CH2:27][CH2:28][N:24]4[CH3:23])[CH2:33][CH2:34]3)=[O:6])[C:8]=12 |f:2.3|. Procedure: Prepared analogously to Example 109 from 4-[[[2-bromo-ethyl]amino]carbonyl]-4,9-dihydro-3-methyl-10H-thieno[3,4-b][1,5]benzodiazepin-10-one and 4-[3-(1-methyl-pyrrolidin-2-yl)propyl]piperidine in a yield of 18% of theory. Colourless crystals, m.p. 145°-146° C. (from ethyl acetate/ethanol). RF =0.5 (TLC investigation as in Example 114).